Dataset: the Open Reaction Database (ORD), a public repository of structured organic reaction records. Task: describe an organic reaction: reactants, conditions, products, and yield The reactants are Cc1n[nH]c2ccc(Br)cc12, [Li]C(C)(C)C, CN(C)C=O, CCCCC, C1CCOC1. The product is Cc1n[nH]c2ccc(C=O)cc12. RXN SMILES: [Br:6][c:7]1[cH:8][c:9]2[c:10]([CH3:16])[n:11][nH:12][c:13]2[cH:14][cH:15]1.[C:1]([Li:2])([CH3:3])([CH3:4])[CH3:5].[CH3:17][N:18]([CH:19]=[O:20])[CH3:21].[CH3:22][CH2:23][CH2:24][CH2:25][CH3:26].[O:27]1[CH2:28][CH2:29][CH2:30][CH2:31]1>>[c:7]1([CH:19]=[O:20])[cH:8][c:9]2[c:10]([CH3:16])[n:11][nH:12][c:13]2[cH:14][cH:15]1. Reactants: Cc1c(C(C)(C)O[SiH2]C(C)(C)C)ccnc1Cl, N=C(c1ccccc1)c1ccccc1, Cc1ccccc1, CC(C)(C)[O-], CCOCC, NO, [Na+], O=C(C=Cc1ccccc1)C=Cc1ccccc1, O=C(C=Cc1ccccc1)C=Cc1ccccc1, O=C(C=Cc1ccccc1)C=Cc1ccccc1, [Pd], [Pd]. Product: Cc1c(C(C)(C)O[SiH2]C(C)(C)C)ccnc1N. RXN SMILES: [C:1]([CH3:2])([CH3:3])([CH3:4])[SiH2:5][O:6][C:7]([c:8]1[c:9]([CH3:15])[c:10]([Cl:14])[n:11][cH:12][cH:13]1)([CH3:16])[CH3:17].[C:24]([c:25]1[cH:26][cH:27][cH:28][cH:29][cH:30]1)([c:31]1[cH:32][cH:33][cH:34][cH:35][cH:36]1)=[NH:37].[CH3:101][c:102]1[cH:103][cH:104][cH:105][cH:106][cH:107]1.[CH3:18][C:19]([CH3:20])([O-:21])[CH3:22].[CH3:40][CH2:41][O:42][CH2:43][CH3:44].[NH2:38][OH:39].[Na+:23].[O:47]=[C:48]([CH:49]=[CH:50][c:51]1[cH:52][cH:53][cH:54][cH:55][cH:56]1)[CH:57]=[CH:58][c:59]1[cH:60][cH:61][cH:62][cH:63][cH:64]1.[O:65]=[C:66]([CH:67]=[CH:68][c:69]1[cH:70][cH:71][cH:72][cH:73][cH:74]1)[CH:75]=[CH:76][c:77]1[cH:78][cH:79][cH:80][cH:81][cH:82]1.[O:83]=[C:84]([CH:85]=[CH:86][c:87]1[cH:88][cH:89][cH:90][cH:91][cH:92]1)[CH:93]=[CH:94][c:95]1[cH:96][cH:97][cH:98][cH:99][cH:100]1.[Pd:45].[Pd:46]>>[C:1]([CH3:2])([CH3:3])([CH3:4])[SiH2:5][O:6][C:7]([c:8]1[c:9]([CH3:15])[c:10]([NH2:37])[n:11][cH:12][cH:13]1)([CH3:16])[CH3:17]. Starting materials: solution, BrC=1C(=NC=CC1)C#N (3-bromo-2-cyanopyridine), [NH4+].[Cl-] (NH4Cl), C1(=CC=C(C=C1)[Mg]Br)C (p-tolylmagnesium bromide), solution. Reagents/catalysts: Cl[Ni]([P](C1=CC=CC=C1)(C2=CC=CC=C2)C3=CC=CC=C3)([P](C4=CC=CC=C4)(C5=CC=CC=C5)C6=CC=CC=C6)Cl (Bis-(triphenylphosphine)nickle(II) chloride), [Cl-].[Cl-].[Zn+2] (ZnCl2). Run in CCOCC (Et2O), CCOCC (Et2O), C1CCOC1 (THF). Conditions: time 1 hour. Product: C(#N)C1=NC=CC=C1C1=CC=C(C=C1)C (2-Cyano-3-(4-tolyl)pyridine). Reaction SMILES: [C:1]1([CH3:9])[CH:6]=[CH:5][C:4]([Mg]Br)=[CH:3][CH:2]=1.Br[C:11]1[C:12]([C:17]#[N:18])=[N:13][CH:14]=[CH:15][CH:16]=1.[NH4+].[Cl-]>CCOCC.C1COCC1.[Cl-].[Cl-].[Zn+2].Cl[Ni](Cl)([P](C1C=CC=CC=1)(C1C=CC=CC=1)C1C=CC=CC=1)[P](C1C=CC=CC=1)(C1C=CC=CC=1)C1C=CC=CC=1>[C:17]([C:12]1[C:11]([C:4]2[CH:5]=[CH:6][C:1]([CH3:9])=[CH:2][CH:3]=2)=[CH:16][CH:15]=[CH:14][N:13]=1)#[N:18] |f:2.3,6.7.8,^1:36,55|. Procedure details: To a mixture of p-tolylmagnesium bromide (9.3 mL of a 1M solution in Et2O, 9.28 mmol) in THF (17 mL) at -78° C. was added ZnCl2 (9.3 mL of a 1M solution in Et2O, 9.28 mmol). The resulting slurry was warmed to rt for 20 min then cooled to 0° C. Bis-(triphenylphosphine)nickle(II) chloride (178 mg, 0.27 mmol) and 3-bromo-2-cyanopyridine (1.0 g, 5.5 mmol); (prepared as reported: Chem. Pharm Bull., 1985, vol. 33, p 565) were added in one portion. After 1 h, saturated aqueous NH4Cl (50 mL) was added a... Reactants: [K+].[Br-] (KBr), steel, sh 275, COC(=O)C=1N=C(N2C1CN=C(C1=C2C=CC(=C1)Cl)C1=C(C=CC=C1)Cl)SC (8-chloro-6-(2-chlorophenyl)-1-methylthio-4H-imidazo[1,5-a][1,4]benzodiazepine-3-carboxylic acid methyl ester), solution, CN (methylamine). The solvent is C(C)O (ethanol). Yields the product ClC=1C=CC2=C(C(=NCC=3N2C(=NC3C(=O)NC)SC)C3=C(C=CC=C3)Cl)C1 (8-Chloro-6-(2-chlorophenyl)-N-methyl-1-methylthio-4H-imidazo [1,5-a][1,4]benzodiazepine-3-carboxamide). As a reaction SMILES: CO[C:3]([C:5]1[N:6]=[C:7]([S:27][CH3:28])[N:8]2[C:14]3[CH:15]=[CH:16][C:17]([Cl:19])=[CH:18][C:13]=3[C:12]([C:20]3[CH:25]=[CH:24][CH:23]=[CH:22][C:21]=3[Cl:26])=[N:11][CH2:10][C:9]=12)=[O:4].[CH3:29][NH2:30].[K+].[Br-]>C(O)C>[Cl:19][C:17]1[CH:16]=[CH:15][C:14]2[N:8]3[C:7]([S:27][CH3:28])=[N:6][C:5]([C:3]([NH:30][CH3:29])=[O:4])=[C:9]3[CH2:10][N:11]=[C:12]([C:20]3[CH:25]=[CH:24][CH:23]=[CH:22][C:21]=3[Cl:26])[C:13]=2[CH:18]=1 |f:2.3|. Procedure: A mixture of 2.1 g (0.005 mole) of 8-chloro-6-(2-chlorophenyl)-1-methylthio-4H-imidazo[1,5-a][1,4]benzodiazepine-3-carboxylic acid methyl ester and 20 ml of a 28% solution of methylamine in ethanol was heated at 130° in a steel bomb for 18 hrs. The contents of the bomb were evaporated at reduced pressure to give a tan solid. Recrystallization from ethanol gave off-white prisms with mp 224°-227°. Uv λ max 218 mμ (ε=51,400) infl 245 (26,000) sh 275 (12,000); ir (KBr) 3410 cm-1 (NH) 1668, 1527 (CON... Starting materials: COC(=O)c1ccc(CBr)cc1, O=C([O-])[O-], [Cs+], [Cs+], CC(C)(C)OC(=O)N1CCNC(=O)C1, CN(C)C=O. Product: COC(=O)c1ccc(CN2CCN(C(=O)OC(C)(C)C)CC2=O)cc1. As a reaction SMILES: [Br:1][CH2:2][c:3]1[cH:4][cH:5][c:6]([C:7](=[O:8])[O:9][CH3:10])[cH:11][cH:12]1.[C:27](=[O:28])([O-:29])[O-:30].[Cs+:31].[Cs+:32].[O:13]=[C:14]1[CH2:15][N:16]([C:20](=[O:21])[O:22][C:23]([CH3:24])([CH3:25])[CH3:26])[CH2:17][CH2:18][NH:19]1.[O:33]=[CH:34][N:35]([CH3:36])[CH3:37]>>[CH2:2]([c:3]1[cH:4][cH:5][c:6]([C:7](=[O:8])[O:9][CH3:10])[cH:11][cH:12]1)[N:19]1[C:14](=[O:13])[CH2:15][N:16]([C:20](=[O:21])[O:22][C:23]([CH3:24])([CH3:25])[CH3:26])[CH2:17][CH2:18]1. Reactants: CC(C)=O, CC(C)(C(=O)Cl)c1ccc(Cl)cc1, [N-]=[N+]=[N-], [Na+], O. Reaction SMILES: [CH3:18][C:19]([CH3:20])=[O:21].[Cl:1][c:2]1[cH:3][cH:4][c:5]([C:8]([C:9]([Cl:10])=[O:11])([CH3:12])[CH3:13])[cH:6][cH:7]1.[N-:15]=[N+:16]=[N-:17].[Na+:14].[OH2:22]>>[Cl:1][c:2]1[cH:3][cH:4][c:5]([C:8]([CH3:12])([CH3:13])[N:15]=[C:19]=[O:21])[cH:6][cH:7]1. Yields the product CC(C)(N=C=O)c1ccc(Cl)cc1. The reactants are [I-].C[N+]1=CN(C=C1)C (1,3-dimethylimidazolium iodide), C1=CC(=CC=C1C2=CC=C(O2)/C=N/N3CC(=O)NC3=O)[N+](=O)[O-] (dantrolene). The solvent is CO (methanol), CO (methanol). Run at time 60 minute. Yields the product C[N+]1=CN(C=C1)C.[N+](=O)([O-])C1=CC=C(C=C1)C1=CC=C(C=NN2C(=O)NC(=O)C2)O1 (1-{[5-(p-Nitrophenyl)furfurylidene]amino}hydantoin 1,3-dimethylimidazolium Salt). Reaction SMILES: [I-].[CH3:2][N+:3]1[CH:7]=[CH:6][N:5]([CH3:8])[CH:4]=1.[CH:9]1[C:14]([C:15]2[O:19][C:18](/[CH:20]=[N:21]/[N:22]3[C:27](=[O:28])[NH:26][C:24](=[O:25])[CH2:23]3)=[CH:17][CH:16]=2)=[CH:13][CH:12]=[C:11]([N+:29]([O-:31])=[O:30])[CH:10]=1>CO>[CH3:2][N+:3]1[CH:7]=[CH:6][N:5]([CH3:8])[CH:4]=1.[N+:29]([C:11]1[CH:12]=[CH:13][C:14]([C:15]2[O:19][C:18]([CH:20]=[N:21][N:22]3[CH2:23][C:24](=[O:25])[NH:26][C:27]3=[O:28])=[CH:17][CH:16]=2)=[CH:9][CH:10]=1)([O-:31])=[O:30] |f:0.1,4.5|. Procedure: An ion exchange column of Amberlite® IRA-410 resin (85 ml, 110 meq. on a 2.5 cm × 30 cm column) was activated by elution with 170 ml of 2N NaOH followed by washing with water to neutrality and then with 300 ml of methanol. A solution of 12.3 g (0.055 mole) of 1,3-dimethylimidazolium iodide (Part A) in 100 ml of methanol was placed on the basic anion exchange resin and eluted with methanol until the pH returned to neutral. The methanol solution of the quaternary hydroxide was collected in a flask... Starting materials: O (water), ice, C([O-])(O)=O.[Na+] (sodium bicarbonate), C[C@@H](CCCN1C(=O)N(C=2N=CN(C2C1=O)C)C)CCC(C(C)(C)O)O (1-(4-(S)-Methyl-7,8-dihydroxy-8-methylnonyl)-3,7-dimethylxanthine), Br (hydrogen bromide), solution, C(C)(=O)O (acetic acid). Reaction conditions: time 30 minute. The product is C[C@@H](CCCN1C(=O)N(C=2N=CN(C2C1=O)C)C)CCC(C(C)(C)Br)OC(C)=O (1-(4-(S)-methyl-7-acetoxy-8-bromo-8-methylnonyl)-3,7-dimethylxanthine). Reaction SMILES: [CH3:1][C@H:2]([CH2:19][CH2:20][CH:21]([OH:26])[C:22](O)([CH3:24])[CH3:23])[CH2:3][CH2:4][CH2:5][N:6]1[C:15](=[O:16])[C:14]2[N:13]([CH3:17])[CH:12]=[N:11][C:10]=2[N:9]([CH3:18])[C:7]1=[O:8].[BrH:27].O.C(=O)(O)[O-].[Na+].[C:34]([OH:37])(=O)[CH3:35]>>[CH3:1][C@H:2]([CH2:19][CH2:20][CH:21]([O:26][C:34](=[O:37])[CH3:35])[C:22]([Br:27])([CH3:24])[CH3:23])[CH2:3][CH2:4][CH2:5][N:6]1[C:15](=[O:16])[C:14]2[N:13]([CH3:17])[CH:12]=[N:11][C:10]=2[N:9]([CH3:18])[C:7]1=[O:8] |f:3.4|. Reported procedure: 1-(4-(S)-Methyl-7,8-dihydroxy-8-methylnonyl)-3,7-dimethylxanthine (0.37 g, 1.00 mmol) was stirred with hydrogen bromide (1.25 mL of a 30% solution in acetic acid, 3.00 mmol) for 4 hours. The mixture was then added over 10 minutes to water (10 mL), ice (5 g) and sodium bicarbonate (2 g) and stirred for 30 minutes. The reaction mixture was extracted with dichloromethane (2×15 mL), and the combined organic phases were dried using magnesium sulfate and the solvent evaporated to yield a residue of 1-... Starting materials: SCCO (2-mercaptoethanol), [H-].[Na+] (sodium hydride), C(C1=CC=2OCOC2C=C1)Br (piperonyl bromide), CCOCC (ether). Solvent: O1CCCC1 (tetrahydrofuran), O1CCCC1 (tetrahydrofuran), O1CCCC1 (tetrahydrofuran), O1CCCC1 (tetrahydrofuran), O (water). Product: C(C1=CC=2OCOC2C=C1)SCCO (2-Piperonylthio-ethanol). RXN SMILES: [H-].[Na+].[SH:3][CH2:4][CH2:5][OH:6].[CH2:7](Br)[C:8]1[CH:16]=[CH:15][C:14]2[O:13][CH2:12][O:11][C:10]=2[CH:9]=1.CCOCC>O1CCCC1.O>[CH2:7]([S:3][CH2:4][CH2:5][OH:6])[C:8]1[CH:16]=[CH:15][C:14]2[O:13][CH2:12][O:11][C:10]=2[CH:9]=1 |f:0.1|. Procedure details: 0.96 g (0.02 mol) of 50% sodium hydride dispersion are freed from the mineral oil with absolute tetrahydrofuran and suspended in 30 cc of tetrahydrofuran. A solution of 1.56 g (0.02 mol) of 2-mercaptoethanol in 10 cc of tetrahydrofuran is added at 20°-25° while stirring, to this suspension. The mixture is stirred at 60° over the course of 10 hours. After this period a solution of 4.3 g (0.02 mol) of piperonyl bromide in 30 cc of tetrahydrofuran is added dropwise to the mixture. The reaction mixt...